This data is from the Open Reaction Database (ORD), a public repository of structured organic reaction records. The task is: describe an organic reaction: reactants, conditions, products, and yield Starting materials: [BH4-], CCCN1C=CC=CC(N(C(=O)c2ccccc2)c2ccccc2)=C1COC, Cl, [Na+], C1CCOC1. Product: CCCN1C=CC=CC(N(Cc2ccccc2)c2ccccc2)=C1COC. As a reaction SMILES: [BH4-:29].[CH2:1]([CH2:2][CH3:3])[N:4]1[C:5]([CH2:26][O:27][CH3:28])=[C:6]([N:11]([c:12]2[cH:13][cH:14][cH:15][cH:16][cH:17]2)[C:18]([c:19]2[cH:20][cH:21][cH:22][cH:23][cH:24]2)=[O:25])[CH:7]=[CH:8][CH:9]=[CH:10]1.[ClH:31].[Na+:30].[O:32]1[CH2:33][CH2:34][CH2:35][CH2:36]1>>[CH2:1]([CH2:2][CH3:3])[N:4]1[C:5]([CH2:26][O:27][CH3:28])=[C:6]([N:11]([c:12]2[cH:13][cH:14][cH:15][cH:16][cH:17]2)[CH2:18][c:19]2[cH:20][cH:21][cH:22][cH:23][cH:24]2)[CH:7]=[CH:8][CH:9]=[CH:10]1. The reactants are C(C)(C)(C)OC(NC(C(=O)N1C(CCC1)C(NC(C(=O)N1C(C2CC2C1)C(N)=O)C1C2CC3CC(CC1C3)(C2)O)=O)C)=O ((2-{2-[2-(2-Carbamoyl-3-aza-bicyclo[3.1.0]hex-3-yl)-1-(5-hydroxy-adamantan-2-yl)-2-oxo-ethylcarbamoyl]-pyrrolidin-1-yl}-1-methyl-2-oxo-ethyl)-carbamic acid tert-butyl ester), N1=CC=CC=C1 (pyridine), FC(C(=O)OC(C(F)(F)F)=O)(F)F (Trifluoro acetic anhydride). Run in C1CCOC1 (THF). Product: FC(C(=O)O)(F)F (Trifluoro acetic acid), C(#N)C1C2CC2CN1C(C(C1C2CC3CC(CC1C3)(C2)O)NC(=O)C2N(CCC2)C(C(C(C)C)N)=O)=O (1-(2-Amino-3-methyl-butyryl)-pyrrolidine-2-carboxylic acid [2-(2-cyano-3-aza-bicyclo[3.1.0]hex-3-yl)-1-(5-hydroxy-adamantan-2-yl)-2-oxo-ethyl]-amide), formula 37. Reaction SMILES: C(OC(=O)[NH:7][CH:8](C)[C:9]([N:11]1[CH2:15][CH2:14][CH2:13][CH:12]1[C:16](=[O:41])[NH:17][CH:18]([CH:30]1[CH:37]2[CH2:38][CH:33]3[CH2:34][C:35]([OH:40])([CH2:39][CH:31]1[CH2:32]3)[CH2:36]2)[C:19]([N:21]1[CH2:26][CH:25]2[CH:23]([CH2:24]2)[CH:22]1[C:27](=O)[NH2:28])=[O:20])=[O:10])(C)(C)C.N1C=C[CH:47]=[CH:46][CH:45]=1.[F:50][C:51]([F:62])([F:61])[C:52]([O:54]C(=O)C(F)(F)F)=[O:53]>C1COCC1>[F:50][C:51]([F:62])([F:61])[C:52]([OH:54])=[O:53].[C:27]([CH:22]1[N:21]([C:19](=[O:20])[CH:18]([NH:17][C:16]([CH:12]2[CH2:13][CH2:14][CH2:15][N:11]2[C:9](=[O:10])[CH:8]([NH2:7])[CH:46]([CH3:47])[CH3:45])=[O:41])[CH:30]2[CH:31]3[CH2:32][CH:33]4[CH2:34][C:35]([OH:40])([CH2:36][CH:37]2[CH2:38]4)[CH2:39]3)[CH2:26][CH:25]2[CH:23]1[CH2:24]2)#[N:28]. Reported procedure: Analogously to example 23 the solution of 1.7 gm of (2-{2-[2-(2-Carbamoyl-3-aza-bicyclo[3.1.0]hex-3-yl)-1-(5-hydroxy-adamantan-2-yl)-2-oxo-ethylcarbamoyl]-pyrrolidin-1-yl}-1-methyl-2-oxo-ethyl)-carbamic acid tert-butyl ester in THF was added into the mixture of pyridine (1.0 ml) and Trifluoro acetic anhydride (0.95 ml). The reaction mixture was stirred at room temperature. THF was evaporated and residue was taken into MeOH and 10 ml 10% K2CO3 solution was added. MeOH was evaporated and aq. layer... Reactants: CC1=NNC=C1[N+](=O)[O-] (3-methyl-4-nitro-1H-pyrazole), C(C)(C)(C)OC(=O)N1CC(CC1)O (tert-butyl-3-hydroxypyrrolidine-1-carboxylate), C1(=CC=CC=C1)P(C1=CC=CC=C1)C1=CC=CC=C1 (triphenylphosphine), N(=NC(=O)OCC)C(=O)OCC (diethyl azodicarboxylate). Run in C1CCOC1 (THF), C1CCOC1 (THF). Run at time 20 hour. The product is C(C)(C)(C)OC(=O)N1CC(CC1)N1N=C(C(=C1)[N+](=O)[O-])C (tert-butyl-3-(3-methyl-4-nitro-1H-pyrazol-1-yl)pyrrolidine-1-carboxylate). Isolated yield 35.5%. RXN SMILES: [CH3:1][C:2]1[C:6]([N+:7]([O-:9])=[O:8])=[CH:5][NH:4][N:3]=1.[C:10]([O:14][C:15]([N:17]1[CH2:21][CH2:20][CH:19](O)[CH2:18]1)=[O:16])([CH3:13])([CH3:12])[CH3:11].C1(P(C2C=CC=CC=2)C2C=CC=CC=2)C=CC=CC=1.N(C(OCC)=O)=NC(OCC)=O>C1COCC1>[C:10]([O:14][C:15]([N:17]1[CH2:21][CH2:20][CH:19]([N:4]2[CH:5]=[C:6]([N+:7]([O-:9])=[O:8])[C:2]([CH3:1])=[N:3]2)[CH2:18]1)=[O:16])([CH3:13])([CH3:11])[CH3:12]. Procedure details: To a solution of 3-methyl-4-nitro-1H-pyrazole (3.0 g, 23.6 mmol, 1.00 eq), tert-butyl-3-hydroxypyrrolidine-1-carboxylate (4.42 g, 23.6 mmol, 1.00 eq), and triphenylphosphine (6.19 g, 23.6 mmol, 1.00 eq) in THF (60 mL) was added a solution of diethyl azodicarboxylate (4.34 mL, 23.6 mmol, 1.00 eq) in THF (10 mL) in a drop-wise manner over 30 min. The reaction mixture was allowed to stir at ambient temperature for 20 hr and then concentrated. The crude reaction mixture was purified via repeated fla... The reactants are N(CC(=O)O)C(=O)OC(C)(C)C (Boc-Gly), N1[C@@H](CCC1=O)C(=O)O (pGlu), peptide. Product: N1[C@@H](CCC1=O)C(=O)NCC(=O)O (pGlu-Gly). As a reaction SMILES: [NH:1]([C:6]([O:8]C(C)(C)C)=O)[CH2:2][C:3]([OH:5])=[O:4].[NH:13]1[C:17](=[O:18])[CH2:16][CH2:15][C@H:14]1C(O)=O>>[NH:13]1[C:17](=[O:18])[CH2:16][CH2:15][C@H:14]1[C:6]([NH:1][CH2:2][C:3]([OH:5])=[O:4])=[O:8]. Procedure details: 2 mmoles of Boc-Gly-Rx were used as starting material, and 0.90 g of pGlu were added according to the usual principles for solid peptide synthesis.